This data is from the Open Reaction Database (ORD), a public repository of structured organic reaction records. The task is: describe an organic reaction: reactants, conditions, products, and yield The solvent is CO (methanol). The product is OC=1C=C(C=CC1)C1N(C(CC1)C1=CC=CC=C1)C(CNC(NC1=CC=C(C=C1)CC(=O)O)=O)=O ((2RS,5SR)-4-{3-{2-[2(3-hydroxyphenyl)-5-phenyl-1-pyrrolidinyl]-2-oxoethyl}ureido}phenylacetic acid). Procedure: By proceeding in a fashion similar to that described in Example 9, but starting from 1.8 g of benzyl (2RS,5SR)-4-{3-{2-[2-(3-hydroxyphenyl)-5-phenyl-1-pyrrolidinyl]-2-oxoethyl}ureido}phenylacetate in solution in 30 cm3 of methanol and 0.27 g of potassium hydroxide in solution in 6 cm3 of water, and after treatment and crystallization in diethyl ether, 0.5 g of (2RS,5SR)-4-{3-{2-[2(3-hydroxyphenyl)-5-phenyl-1-pyrrolidinyl]-2-oxoethyl}ureido}phenylacetic acid, melting at 260° C., is obtained. The reactants are OC=1C=C(C=CC1)C1N(C(CC1)C1=CC=CC=C1)C(CNC(NC1=CC=C(C=C1)CC(=O)OCC1=CC=CC=C1)=O)=O (benzyl (2RS,5SR)-4-{3-{2-[2-(3-hydroxyphenyl)-5-phenyl-1-pyrrolidinyl]-2-oxoethyl}ureido}phenylacetate). RXN SMILES: [OH:1][C:2]1[CH:3]=[C:4]([CH:8]2[CH2:12][CH2:11][CH:10]([C:13]3[CH:18]=[CH:17][CH:16]=[CH:15][CH:14]=3)[N:9]2[C:19](=[O:42])[CH2:20][NH:21][C:22](=[O:41])[NH:23][C:24]2[CH:29]=[CH:28][C:27]([CH2:30][C:31]([O:33]CC3C=CC=CC=3)=[O:32])=[CH:26][CH:25]=2)[CH:5]=[CH:6][CH:7]=1>CO>[OH:1][C:2]1[CH:3]=[C:4]([CH:8]2[CH2:12][CH2:11][CH:10]([C:13]3[CH:14]=[CH:15][CH:16]=[CH:17][CH:18]=3)[N:9]2[C:19](=[O:42])[CH2:20][NH:21][C:22](=[O:41])[NH:23][C:24]2[CH:25]=[CH:26][C:27]([CH2:30][C:31]([OH:33])=[O:32])=[CH:28][CH:29]=2)[CH:5]=[CH:6][CH:7]=1. Isolated yield 33.1%. Reaction conditions: time 1 hour. Product: OC1CC(C1)C(=O)N(C)OC (3-hydroxy-N-methoxy-N-methylcyclobutanecarboxamide). Reported procedure: N-Methoxy-N-methyl-3-oxocyclobutanecarboxamide (1 g, 0.006 mol) was dissolved in methanol (8 mL, 0.2 mol). To the mixture, sodium borohydride (0.2 g, 0.006 mol) was added. The reaction was stirred at rt for 1 h. To the reaction mixture was added 1N aq. HCl to adjust the pH to 2. The mixture was concentrated, then extracted with EtOAc. The combined organic layers were dried over MgSO4 and concentrated to give crude product (1.4 g) as light yellow oil. LCMS calculated for C7H14NO3(M+H)+: 160.0; Fo... The reactants are Cl (HCl), CON(C(=O)C1CC(C1)=O)C (N-Methoxy-N-methyl-3-oxocyclobutanecarboxamide), CO (methanol), [BH4-].[Na+] (sodium borohydride). As a reaction SMILES: [CH3:1][O:2][N:3]([CH3:11])[C:4]([CH:6]1[CH2:9][C:8](=[O:10])[CH2:7]1)=[O:5].CO.[BH4-].[Na+].Cl>>[OH:10][CH:8]1[CH2:9][CH:6]([C:4]([N:3]([O:2][CH3:1])[CH3:11])=[O:5])[CH2:7]1 |f:2.3|. The yield is 146.6%. Starting materials: O=C(Cl)C1CC1, Fc1cc2nc(COc3ccccc3)n(Cc3ccc(Cl)cc3)c2cc1N1CCNCC1, ClCCl. Product: O=C(C1CC1)N1CCN(c2cc3c(cc2F)nc(COc2ccccc2)n3Cc2ccc(Cl)cc2)CC1. As a reaction SMILES: [CH:33]1([C:36](=[O:37])[Cl:38])[CH2:34][CH2:35]1.[Cl:1][c:2]1[cH:3][cH:4][c:5]([CH2:6][n:7]2[c:8]([CH2:23][O:24][c:25]3[cH:26][cH:27][cH:28][cH:29][cH:30]3)[n:9][c:10]3[c:11]2[cH:12][c:13]([N:17]2[CH2:18][CH2:19][NH:20][CH2:21][CH2:22]2)[c:14]([F:16])[cH:15]3)[cH:31][cH:32]1.[Cl:39][CH2:40][Cl:41]>>[Cl:1][c:2]1[cH:3][cH:4][c:5]([CH2:6][n:7]2[c:8]([CH2:23][O:24][c:25]3[cH:26][cH:27][cH:28][cH:29][cH:30]3)[n:9][c:10]3[c:11]2[cH:12][c:13]([N:17]2[CH2:18][CH2:19][N:20]([C:36]([CH:33]4[CH2:34][CH2:35]4)=[O:37])[CH2:21][CH2:22]2)[c:14]([F:16])[cH:15]3)[cH:31][cH:32]1. The reactants are [N+](=O)([O-])C=1C(C=2C(NC1)=CSC2)=O (3-Nitrothieno[3,4-b]pyridin-4(1H)-one), P(=O)(Cl)(Cl)Cl (phosphorous oxychloride). Run at temperature 105 celsius, time 1 hour. Yields the product ClC=1C=2C(N=CC1[N+](=O)[O-])=CSC2 (4-Chloro-3-nitrothieno[3,4-b]pyridine). Isolated yield 60.0%. Reaction SMILES: [N+:1]([C:4]1[C:5](=O)[C:6]2[C:7](=[CH:10][S:11][CH:12]=2)[NH:8][CH:9]=1)([O-:3])=[O:2].P(Cl)(Cl)([Cl:16])=O>>[Cl:16][C:5]1[C:6]2[C:7](=[CH:10][S:11][CH:12]=2)[N:8]=[CH:9][C:4]=1[N+:1]([O-:3])=[O:2]. Reported procedure: A mixture of 3.00 g of 3-nitrothieno[3,4-b]pyridin-4(1H)-one 10 and 9 ml of phosphorous oxychloride is stirred at 105° C. (bath temperature) for 1 hour and evaporated to dryness in vacuo. The residue is taken up in chloroform and washed with aqueous ammonia and water. The organic phase is dried over magnesium sulfate and evaporated. The residue is purified by column chromatography on silica gel. Elution with dichloromethane-ether (50:1 v/v) affords 2.02 g (60%) of Compound 11. Recrystallization ...